This data is from the Open Reaction Database (ORD), a public repository of structured organic reaction records. The task is: describe an organic reaction: reactants, conditions, products, and yield Reactants: CC(C)=CCC(=O)C(C)CCCC1(C)OCC2(CCO)CCC1O2, CC(C)=O, CC(C)O, O. The product is CC(C)=CCC(=O)C(C)CCCC1(C)OCC2(CC(=O)O)CCC1O2. RXN SMILES: [CH3:1][CH:2]([CH2:3][CH2:4][CH2:5][C:6]1([CH3:17])[O:7][CH2:8][C:9]2([CH2:14][CH2:15][OH:16])[CH2:10][CH2:11][CH:12]1[O:13]2)[C:18]([CH2:19][CH:20]=[C:21]([CH3:22])[CH3:23])=[O:24].[CH3:25][C:26]([CH3:27])=[O:28].[CH3:29][CH:30]([OH:31])[CH3:32].[OH2:33]>>[CH3:1][CH:2]([CH2:3][CH2:4][CH2:5][C:6]1([CH3:17])[O:7][CH2:8][C:9]2([CH2:14][C:15](=[O:16])[OH:28])[CH2:10][CH2:11][CH:12]1[O:13]2)[C:18]([CH2:19][CH:20]=[C:21]([CH3:22])[CH3:23])=[O:24]. The reactants are Cc1ccccc1, CCOC(C)=O, O=C(Cl)Cl, Nc1c(Cl)cc(Cl)c2nc(Cl)sc12. Yields the product O=C=Nc1c(Cl)cc(Cl)c2nc(Cl)sc12. Reaction SMILES: [CH3:18][c:19]1[cH:20][cH:21][cH:22][cH:23][cH:24]1.[CH3:25][CH2:26][O:27][C:28](=[O:29])[CH3:30].[Cl:1][C:2]([Cl:3])=[O:4].[NH2:5][c:6]1[c:7]([Cl:17])[cH:8][c:9]([Cl:16])[c:10]2[n:11][c:12]([Cl:15])[s:13][c:14]12>>[C:2](=[O:4])=[N:5][c:6]1[c:7]([Cl:17])[cH:8][c:9]([Cl:16])[c:10]2[n:11][c:12]([Cl:15])[s:13][c:14]12. The product is CC(C)(C)N1C(=O)C(NCCCBr)=C(c2ccccc2)S1(=O)=O. Starting materials: NCCCBr, Br, CC(C)(C)N1C(=O)C(Cl)=C(c2ccccc2)S1(=O)=O, CC#N. As a reaction SMILES: [Br:21][CH2:22][CH2:23][CH2:24][NH2:25].[BrH:20].[C:1]([CH3:2])([CH3:3])([CH3:4])[N:5]1[S:6](=[O:18])(=[O:19])[C:7]([c:12]2[cH:13][cH:14][cH:15][cH:16][cH:17]2)=[C:8]([Cl:11])[C:9]1=[O:10].[CH3:26][C:27]#[N:28]>>[C:1]([CH3:2])([CH3:3])([CH3:4])[N:5]1[S:6](=[O:18])(=[O:19])[C:7]([c:12]2[cH:13][cH:14][cH:15][cH:16][cH:17]2)=[C:8]([NH:25][CH2:24][CH2:23][CH2:22][Br:21])[C:9]1=[O:10]. Starting materials: NC=1NC2=C(N1)C=CC(=C2)OCC (2-amino-5-ethoxybenzimidazole), ClCSC1=C(C=CC=C1)Br (2-bromophenyl chloromethyl sulfide). Yields the product [Cl-].NC1=[N+](C2=C(N1CSC1=C(C=CC=C1)Br)C=CC(=C2)OCC)CSC2=C(C=CC=C2)Br (2-Amino-5-ethoxy-1,3-bis[(2-bromophenylthio)methyl]-1H-benzimidazol-3-ium chloride). As a reaction SMILES: [NH2:1][C:2]1[NH:3][C:4]2[CH:10]=[C:9]([O:11][CH2:12][CH3:13])[CH:8]=[CH:7][C:5]=2[N:6]=1.[Cl:14][CH2:15][S:16][C:17]1[CH:22]=[CH:21][CH:20]=[CH:19][C:18]=1[Br:23]>>[Cl-:14].[NH2:1][C:2]1[N:6]([CH2:15][S:16][C:17]2[CH:22]=[CH:21][CH:20]=[CH:19][C:18]=2[Br:23])[C:5]2[CH:7]=[CH:8][C:9]([O:11][CH2:12][CH3:13])=[CH:10][C:4]=2[N+:3]=1[CH2:15][S:16][C:17]1[CH:22]=[CH:21][CH:20]=[CH:19][C:18]=1[Br:23] |f:2.3|. Procedure: Following the procedure of Example 2 and replacing 2-aminobenzimidazole with 2-amino-5-ethoxybenzimidazole and replacing 2-bromo-4-chlorophenyl chloromethyl ether with 2-bromophenyl chloromethyl sulfide, the title compound is obtained. Reactants: C(CN)N (Ethylenediamine), ClC1=NSC2=C1C=CC=C2 (3-chlorobenzo[d]isothiazole), C(CN)N (ethylenediamine), C(CN)N (ethylenediamine), O (water). Reaction conditions: temperature 80 celsius. The product is S1N=C(C2=C1C=CC=C2)NCCN (N1-(benzo[d]isothiazol-3-yl)ethane-1,2-diamine). As a reaction SMILES: Cl[C:2]1[C:6]2[CH:7]=[CH:8][CH:9]=[CH:10][C:5]=2[S:4][N:3]=1.O.[CH2:12]([NH2:15])[CH2:13][NH2:14]>>[S:4]1[C:5]2[CH:10]=[CH:9][CH:8]=[CH:7][C:6]=2[C:2]([NH:14][CH2:13][CH2:12][NH2:15])=[N:3]1. Reported procedure: Ethylenediamine (45 mL) was heated to 80° C. A room temperature solution of 3-chlorobenzo[d]isothiazole (12 g, 70.7 mmol) in ethylenediamine (5 mL) was added to the heated ethylenediamine dropwise. The resulting solution was heated at 80° C. for 3 h. The reaction mixture was cooled to room temperature and water (75 mL) was added. The aqueous mixture was extracted with ethyl acetate twice and the ethyl acetate layers were separated. The combined organic layers were dried over anhydrous sodium sul... Starting materials: BrB(Br)Br, COc1ccc(C(C)(C)c2cc(Br)ccn2)cc1, ClCCl. The product is CC(C)(c1ccc(O)cc1)c1cc(Br)ccn1. As a reaction SMILES: [B:1]([Br:2])([Br:3])[Br:4].[Br:5][c:6]1[cH:7][c:8]([C:12]([CH3:13])([CH3:14])[c:15]2[cH:16][cH:17][c:18]([O:21][CH3:22])[cH:19][cH:20]2)[n:9][cH:10][cH:11]1.[Cl:23][CH2:24][Cl:25]>>[Br:5][c:6]1[cH:7][c:8]([C:12]([CH3:13])([CH3:14])[c:15]2[cH:16][cH:17][c:18]([OH:21])[cH:19][cH:20]2)[n:9][cH:10][cH:11]1. The reactants are C(C)(C)(C)[Si](C)(C)Cl (t-butyldimethyl-silyl chloride), C(C1=CC=CC=C1)(=O)[C@@]1(C[C@H](O)[C@@H](COC(C2=CC=C(C=C2)OC)(C2=CC=C(C=C2)OC)C2=CC=CC=C2)O1)N1C(=NC=2C(N)=NC=NC12)Br (benzoyl-8-bromo-5′-O-(4,4′-dimethoxytrityl)-2′-deoxyadenosine), C(C1=CC=CC=C1)(=O)[C@@]1(C[C@H](O)[C@@H](COC(C2=CC=C(C=C2)OC)(C2=CC=C(C=C2)OC)C2=CC=CC=C2)O1)N1C(=NC=2C(N)=NC=NC12)Br (benzoyl-8-bromo-5′-O-(4,4′-dimethoxytrityl)-2′-deoxyadenosine), N1C=NC=C1 (imidazole), CN(C)C=O (DMF). Conditions: time 4 hour. The product is C(C1=CC=CC=C1)(=O)NC=1C=2N=C(N([C@H]3C[C@H](O[Si](C)(C)C(C)(C)C)[C@@H](COC(C4=CC=C(C=C4)OC)(C4=CC=C(C=C4)OC)C4=CC=CC=C4)O3)C2N=CN1)Br (N6-benzoyl-8-bromo-3′-O-t-butyldimethylsily-5′-O-(4,4′-dimethoxytrityl)-2′-deoxyadenosine). Yield: 100.0%. RXN SMILES: C([C@@:9]1([N:40]2[C:49]3[N:48]=[CH:47][N:46]=[C:44]([NH2:45])[C:43]=3[N:42]=[C:41]2[Br:50])[O:39][C@H:13]([CH2:14][O:15][C:16]([C:33]2[CH:38]=[CH:37][CH:36]=[CH:35][CH:34]=2)([C:25]2[CH:30]=[CH:29][C:28]([O:31][CH3:32])=[CH:27][CH:26]=2)[C:17]2[CH:22]=[CH:21][C:20]([O:23][CH3:24])=[CH:19][CH:18]=2)[C@@H:11]([OH:12])[CH2:10]1)(=O)C1C=CC=CC=1.N1[CH:55]=[CH:54]N=C1.[C:56]([Si:60](Cl)([CH3:62])[CH3:61])([CH3:59])([CH3:58])[CH3:57].CN([CH:67]=[O:68])C>>[C:67]([NH:45][C:44]1[C:43]2[N:42]=[C:41]([Br:50])[N:40]([C:49]=2[N:48]=[CH:47][N:46]=1)[C@@H:9]1[O:39][C@H:13]([CH2:14][O:15][C:16]([C:33]2[CH:38]=[CH:37][CH:36]=[CH:35][CH:34]=2)([C:17]2[CH:18]=[CH:19][C:20]([O:23][CH3:24])=[CH:21][CH:22]=2)[C:25]2[CH:26]=[CH:27][C:28]([O:31][CH3:32])=[CH:29][CH:30]=2)[C@@H:11]([O:12][Si:60]([C:56]([CH3:59])([CH3:58])[CH3:57])([CH3:62])[CH3:61])[CH2:10]1)(=[O:68])[C:55]1[CH:54]=[CH:13][CH:11]=[CH:10][CH:9]=1. Procedure details: 6N-benzoyl-8-bromo-5′-O-(4,4′-dimethoxytrityl)-2′-deoxyadenosine (Compound 2) (14 gm, 19 mmol) and imidazole (1.94 gm, 28.5 mmol) were dissolved in 100 mL of dry DMF and t-butyldimethyl-silyl chloride (4.3 gm, 28.5 mmol) added to the stirring solution at room temperature. After 4 hrs, TLC on silica gel (2.5% MeOH in CH2Cl2) showed that all starting material had been converted to a new product with higher Rf. The solution was concentrated into a small volume, then about 400 mL of ether was added ...